This data is from the Open Reaction Database (ORD), a public repository of structured organic reaction records. The task is: describe an organic reaction: reactants, conditions, products, and yield The reactants are C(C1=CC=CC=C1)N1C(CCCC1)=O (1-benzylpiperidone), Cl (hydrochloric acid), N1CCOCC1 (morpholine), C1(=CC=CC=C1)C (toluene). Run in O (water), O (water). Run at temperature 20 celsius, time 30 minute. Product: Cl.Cl.C1(=CC=CC=C1)CN1CCC(CC1)N1CCOCC1 (4-[1-(phenylmethyl)-4-piperidinyl]-morpholine-dihydrochloride). Reaction SMILES: [CH2:1]([N:8]1[CH2:13][CH2:12][CH2:11][CH2:10][C:9]1=O)[C:2]1[CH:7]=[CH:6][CH:5]=[CH:4][CH:3]=1.[NH:15]1[CH2:20][CH2:19][O:18][CH2:17][CH2:16]1.C1(C)C=CC=CC=1.[ClH:28]>O>[ClH:28].[ClH:28].[C:2]1([CH2:1][N:8]2[CH2:13][CH2:12][CH:11]([N:15]3[CH2:20][CH2:19][O:18][CH2:17][CH2:16]3)[CH2:10][CH2:9]2)[CH:7]=[CH:6][CH:5]=[CH:4][CH:3]=1 |f:5.6.7|. Procedure: 10.00 kg (52.84 mol) 1-benzylpiperidone (K) were taken and 9.21 kg (105.68 mol) morpholine (L) as well as 50.0 L toluene were added. Then the reaction mixture obtained was heated to reflux temperature using the water separator (110° C.) and stirred until no more water separated off. Then the mixture was hydrogenated at 4 bar and an internal temperature of 60° C. in the presence of 0.50 kg Raney nickel catalyst in 6 L ethanol. The catalyst was separated off and washed with 20 L ethanol. Then the ... The reactants are [OH-].C(CCC)[N+](CCCC)(CCCC)CCCC (tetrabutylammonium hydroxide), CC(C(=O)O)(COC([C@@H](NC(=O)OC(C)(C)C)C(C)C)=O)C (2,2-dimethyl-3-(N-Boc-L-valyloxy)propionic acid), ClCI (chloroiodomethane). Run in O1CCOCC1 (dioxane). Run at time 18 hour. Yields the product ClCOC(C(COC([C@@H](NC(=O)OC(C)(C)C)C(C)C)=O)(C)C)=O (2,2-dimethyl-3-(N-Boc-L-valyloxy)propionic acid chloromethyl ester). Reaction SMILES: [CH3:1][C:2]([CH3:22])([CH2:6][O:7][C:8](=[O:21])[C@H:9]([CH:18]([CH3:20])[CH3:19])[NH:10][C:11]([O:13][C:14]([CH3:17])([CH3:16])[CH3:15])=[O:12])[C:3]([OH:5])=[O:4].[OH-].C([N+](CCCC)(CCCC)CCCC)CCC.[Cl:41][CH2:42]I>O1CCOCC1>[Cl:41][CH2:42][O:4][C:3](=[O:5])[C:2]([CH3:1])([CH3:22])[CH2:6][O:7][C:8](=[O:21])[C@H:9]([CH:18]([CH3:19])[CH3:20])[NH:10][C:11]([O:13][C:14]([CH3:15])([CH3:17])[CH3:16])=[O:12] |f:1.2|. Procedure details: 2,2-dimethyl-3-(N-Boc-L-valyloxy)propionic acid (3.9 g, 12.3 mmole) was dissolved in dioxane (60 ml). To the solution was added tetrabutylammonium hydroxide aqueous solution (40%, 7.78 ml, 12 mmole). The solution was dried in vacuo, and it was coevaporated with toluene for several times. The residue was dissolved in methylene chloride and then chloroiodomethane (18.9 ml, 260 mmole) was added to the solution. After 18 hr, the reaction solution was evaporated and the product was isolated with sili...